From a dataset of the Open Reaction Database (ORD), a public repository of structured organic reaction records. describe an organic reaction: reactants, conditions, products, and yield Reactants: P(=O)([O-])([O-])[O-].[K+].[K+].[K+] (potassium phosphate), O (Water), O1CC(=CCC1)B1OC(C(O1)(C)C)(C)C (2-(5,6-dihydro-2H-pyran-3-yl)-4,4,5,5-tetramethyl-1,3,2-dioxaborolane), NC1=N[C@]2(C3=CC(=CC=C3OC=3C(=CC(=CC23)Br)F)O)COC1 ((S)-5-amino-2′-bromo-4′-fluoro-2,6-dihydrospiro[[1,4]oxazine-3,9′-xanthen]-7′-ol). Reagents/catalysts: CC(C)(C)P(C1=CC=C(C=C1)N(C)C)C(C)(C)C.CC(C)(C)P(C1=CC=C(C=C1)N(C)C)C(C)(C)C.Cl[Pd]Cl (PdCl2(AmPhos)2). Solvent: O1CCOCC1 (dioxane), [NH4+].[Cl-] (NH4Cl). Conditions: temperature 120 celsius. Yields the product NC1=N[C@]2(C3=CC(=CC=C3OC=3C(=CC(=CC23)C=2COCCC2)F)O)COC1 ((S)-5-amino-2′-(5,6-dihydro-2H-pyran-3-yl)-4′-fluoro-2,6-dihydrospiro[[1,4]oxazine-3,9′-xanthen]-7′-ol). RXN SMILES: P([O-])([O-])([O-])=O.[K+].[K+].[K+].[O:9]1[CH2:14][CH2:13][CH:12]=[C:11](B2OC(C)(C)C(C)(C)O2)[CH2:10]1.[NH2:24][C:25]1[CH2:46][O:45][CH2:44][C@:27]2([C:40]3[CH:39]=[C:38](Br)[CH:37]=[C:36]([F:42])[C:35]=3[O:34][C:33]3[C:28]2=[CH:29][C:30]([OH:43])=[CH:31][CH:32]=3)[N:26]=1.O>O1CCOCC1.[NH4+].[Cl-].CC(P(C(C)(C)C)C1C=CC(N(C)C)=CC=1)(C)C.CC(P(C(C)(C)C)C1C=CC(N(C)C)=CC=1)(C)C.Cl[Pd]Cl>[NH2:24][C:25]1[CH2:46][O:45][CH2:44][C@:27]2([C:40]3[CH:39]=[C:38]([C:11]4[CH2:10][O:9][CH2:14][CH2:13][CH:12]=4)[CH:37]=[C:36]([F:42])[C:35]=3[O:34][C:33]3[C:28]2=[CH:29][C:30]([OH:43])=[CH:31][CH:32]=3)[N:26]=1 |f:0.1.2.3,8.9,10.11.12|. Procedure: In a microwave vial, the potassium phosphate (0.771 g, 3.63 mmol), PdCl2(AmPhos)2 (0.064 g, 0.091 mmol) and 2-(5,6-dihydro-2H-pyran-3-yl)-4,4,5,5-tetramethyl-1,3,2-dioxaborolane (0.356 g, 1.695 mmol) were loaded. The (S)-5-amino-2′-bromo-4′-fluoro-2,6-dihydrospiro[[1,4]oxazine-3,9′-xanthen]-7′-ol (0.459 g, 1.211 mmol) was added as a solution in dioxane (6 mL). Water (2.4 mL) was added and argon gas was blown through the vessel, which was sealed and heated by microwave at 120° C. for 30 min. The ... Reactants: [N+](=O)([O-])C1=C(C=O)C=CC=C1 (2-nitro-benzaldehyde), C(CC(=O)C)(=O)OC (methyl acetoacetate), [OH-].[NH4+] (ammonium hydroxide). The solvent is CO (methanol). Reaction conditions: time 5 hour. Product: CC1=C(C(C(=C(N1)C)C(=O)OC)C=2C=CC=CC2[N+](=O)[O-])C(=O)OC (nifedipine). Isolated yield 79.8%. RXN SMILES: [N+:1]([C:4]1[CH:11]=[CH:10][CH:9]=[CH:8][C:5]=1[CH:6]=O)([O-:3])=[O:2].[C:12]([O:18][CH3:19])(=[O:17])[CH2:13][C:14]([CH3:16])=O.[OH-:20].[NH4+:21]>CO>[CH3:16][C:14]1[NH:21][C:14]([CH3:16])=[C:13]([C:12]([O:18][CH3:19])=[O:17])[CH:6]([C:5]2[CH:8]=[CH:9][CH:10]=[CH:11][C:4]=2[N+:1]([O-:3])=[O:2])[C:13]=1[C:12]([O:18][CH3:19])=[O:20] |f:2.3|. Reported procedure: Into a 1-liter glass reactor 60.4 g (0.4 mole) of 2-nitro-benzaldehyde, 102.1 g (0.88 mole) of methyl acetoacetate, 28.25 g (0.415 mole) of a 25% aqueous ammonium hydroxide solution and 150 ml of methanol are weighed in. The reactor is closed, whereupon the reaction mixture is heated to boiling at a temperature of 101°-103° C. and a pressure of 2.0-2.2 bar for 5 hours. The reaction mixture is cooled to 0°-5° C., the precipitated product is filtered and washed with methanol. Thus 110.5 g of nifed... The reactants are CN(C1=CC=C(C=C1)CN(C(=O)C1CCCC2=C(C=CC=C12)O)C1=CC=C(C=C1)C(C)C)C (N-[(4-dimethylaminophenyl)methyl]-5-hydroxy-N-(4-isopropylphenyl)-1,2,3,4-tetrahydronaphthalene-1-carboxamide), Cl.ClCCN(C)C (2-chloro-N,N-dimethylethylamine hydrochloride). Yields the product CN(CCOC1=C2CCCC(C2=CC=C1)C(=O)N(C1=CC=C(C=C1)C(C)C)CC1=CC=C(C=C1)N(C)C)C (5-[2-(dimethylamino)ethoxy]-N-[(4-dimethylaminophenyl)methyl]-N-(4-isopropylphenyl)-1,2,3,4-tetrahydronaphthalene-1-carboxamide). Yield: 70.5%. Reaction SMILES: [CH3:1][N:2]([CH3:33])[C:3]1[CH:8]=[CH:7][C:6]([CH2:9][N:10]([C:24]2[CH:29]=[CH:28][C:27]([CH:30]([CH3:32])[CH3:31])=[CH:26][CH:25]=2)[C:11]([CH:13]2[C:22]3[C:17](=[C:18]([OH:23])[CH:19]=[CH:20][CH:21]=3)[CH2:16][CH2:15][CH2:14]2)=[O:12])=[CH:5][CH:4]=1.Cl.Cl[CH2:36][CH2:37][N:38]([CH3:40])[CH3:39]>>[CH3:39][N:38]([CH3:40])[CH2:37][CH2:36][O:23][C:18]1[CH:19]=[CH:20][CH:21]=[C:22]2[C:17]=1[CH2:16][CH2:15][CH2:14][CH:13]2[C:11]([N:10]([CH2:9][C:6]1[CH:7]=[CH:8][C:3]([N:2]([CH3:33])[CH3:1])=[CH:4][CH:5]=1)[C:24]1[CH:29]=[CH:28][C:27]([CH:30]([CH3:31])[CH3:32])=[CH:26][CH:25]=1)=[O:12] |f:1.2|. Procedure: By the reaction and treatment in the same manner as in Example 106 using N-[(4-dimethylaminophenyl)methyl]-5-hydroxy-N-(4-isopropylphenyl)-1,2,3,4-tetrahydronaphthalene-1-carboxamide (0.66 g) and 2-chloro-N,N-dimethylethylamine hydrochloride (0.32 g) as starting materials, 5-[2-(dimethylamino)ethoxy]-N-[(4-dimethylaminophenyl)methyl]-N-(4-isopropylphenyl)-1,2,3,4-tetrahydronaphthalene-1-carboxamide (0.54 g) was obtained. This compound was dissolved in ethyl acetate, and oxalic acid was added. Th...